Dataset: the Open Reaction Database (ORD), a public repository of structured organic reaction records. Task: describe an organic reaction: reactants, conditions, products, and yield Reactants: CN(CC(C)O)CC(C)O (N-methyl-bis-(2-hydroxypropyl)amine), CN(CC(C)O)CC(C)O (N-methyl-bis-(2-hydroxypropyl)amine), C1(=CC=CC=C1)P(C1=CC=CC=C1)C1=CC=CC=C1 (triphenylphosphine), COCCOCCOCCOCCOC (tetraglyme). Reagents/catalysts: O.[Ru](Cl)(Cl)Cl (ruthenium trichloride hydrate). Run at temperature 180 celsius. The product is CC1OC(=CN(C1)C)C (3,4-dihydro-2,4,6-trimethyl-2H-1,4-oxazine). Isolated yield 65.0%. Reaction SMILES: [CH3:1][N:2]([CH2:7][CH:8]([OH:10])[CH3:9])[CH2:3][CH:4](O)[CH3:5].C1(P(C2C=CC=CC=2)C2C=CC=CC=2)C=CC=CC=1.COCCOCCOCCOCCOC>O.[Ru](Cl)(Cl)Cl>[CH3:5][CH:4]1[CH2:3][N:2]([CH3:1])[CH:7]=[C:8]([CH3:9])[O:10]1 |f:3.4|. Procedure: A mixture of N-methyl-bis-(2-hydroxypropyl)amine (75g, 0.51 mol), trans-4-phenyl-3-buten-2-one (75g, 10.51 mol), ruthenium trichloride hydrate (0.626g 12.3 mmole), triphenylphosphine (2.0g 17.6 mmole), and tetraglyme (30g) was added to a 250-ml 3-neck round bottom flask connected with a fractional distillation set and a thermometer. The reaction was heated to 180° C. under nitrogen and the products were distilled out through the distillation set. The products (organic layer) were then fractional... The reactants are C1CCOC1, CN1CCC(N2CCNCC2)CC1, O=C(O)Cn1ccc(NC(=O)c2ccc(Cl)s2)n1. Product: CN1CCC(N2CCN(C(=O)Cn3ccc(NC(=O)c4ccc(Cl)s4)n3)CC2)CC1. As a reaction SMILES: [CH2:32]1[O:33][CH2:34][CH2:35][CH2:36]1.[CH3:19][N:20]1[CH2:21][CH2:22][CH:23]([N:26]2[CH2:27][CH2:28][NH:29][CH2:30][CH2:31]2)[CH2:24][CH2:25]1.[Cl:1][c:2]1[cH:3][cH:4][c:5]([C:7](=[O:8])[NH:9][c:10]2[n:11][n:12]([CH2:15][C:16](=[O:17])[OH:18])[cH:13][cH:14]2)[s:6]1>>[Cl:1][c:2]1[cH:3][cH:4][c:5]([C:7](=[O:8])[NH:9][c:10]2[n:11][n:12]([CH2:15][C:16](=[O:18])[N:29]3[CH2:28][CH2:27][N:26]([CH:23]4[CH2:22][CH2:21][N:20]([CH3:19])[CH2:25][CH2:24]4)[CH2:31][CH2:30]3)[cH:13][cH:14]2)[s:6]1. Reactants: C[Si](C)(C)[N-][Si](C)(C)C.[Li+] (lithium bis(trimethylsily)amide), CC1=C(C(=CC=C1)C)N1CC(CC1=O)C(=O)OC (methyl 1-(2,6-dimethylphenyl)-5-oxopyrrolidine-3-carboxylate), C1CCOC1 (THF), C[Si](C)(C)[N-][Si](C)(C)C.[Li+] (lithium bis(trimethylsily)amide). Reaction conditions: temperature -40 celsius, time 10 minute. Product: CC1=C(C(=CC=C1)C)N1C(C2C(C1)(CCC2)C(=O)OC)=O (methyl 2-(2,6-dimethylphenyl)-1-oxooctahydrocyclopenta[c]pyrrole-3a-carboxylate). Isolated yield 32.0%. As a reaction SMILES: [CH3:1][C:2]1[CH:7]=[CH:6][CH:5]=[C:4]([CH3:8])[C:3]=1[N:9]1[C:13](=[O:14])[CH2:12][CH:11]([C:15]([O:17][CH3:18])=[O:16])[CH2:10]1.C[Si]([N-][Si](C)(C)C)(C)C.[Li+].[CH2:29]1[CH2:33]OC[CH2:30]1>>[CH3:1][C:2]1[CH:7]=[CH:6][CH:5]=[C:4]([CH3:8])[C:3]=1[N:9]1[CH2:10][C:11]2([C:15]([O:17][CH3:18])=[O:16])[CH2:30][CH2:29][CH2:33][CH:12]2[C:13]1=[O:14] |f:1.2|. Procedure details: To methyl 1-(2,6-dimethylphenyl)-5-oxopyrrolidine-3-carboxylate (1.5 g, 6.1 mmol) dissolved in 5 mL anhydrous THF and cooled to −40° C., lithium bis(trimethylsily)amide (1.0 M in THF, 6.1 mL, 6.1 mmol) was added with a syringe. After stirring for 10 min, the bath was replaced with a 0° C. bath and stirring continued for another 10 min. The reaction mixture was then cooled to −40° C. and another 6.1 mL of lithium bis(trimethylsily)amide solution (6.1 mmol) was added. After stirring for 10 min at ... Starting materials: [H-].[Na+] (NaH), ClC1=CC=C(C=C1)N1C(=NC2=CC=CC=C2C1=O)C=1C=C2C=CNC2=CC1 (3-(4-chlorophenyl)-2-(1H-indol-5-yl)quinazolin-4(3H)-one), CI (MeI). The solvent is C1CCOC1 (THF). Reaction conditions: time 15 minute. The product is ClC1=CC=C(C=C1)N1C(=NC2=CC=CC=C2C1=O)C=1C=C2C=CN(C2=CC1)C (3-(4-chlorophenyl)-2-(1-methyl-1H-indol-5-yl)quinazolin-4(3H)-one). Yield: 65.0%. RXN SMILES: [H-].[Na+].[Cl:3][C:4]1[CH:9]=[CH:8][C:7]([N:10]2[C:19](=[O:20])[C:18]3[C:13](=[CH:14][CH:15]=[CH:16][CH:17]=3)[N:12]=[C:11]2[C:21]2[CH:22]=[C:23]3[C:27](=[CH:28][CH:29]=2)[NH:26][CH:25]=[CH:24]3)=[CH:6][CH:5]=1.[CH3:30]I>C1COCC1>[Cl:3][C:4]1[CH:9]=[CH:8][C:7]([N:10]2[C:19](=[O:20])[C:18]3[C:13](=[CH:14][CH:15]=[CH:16][CH:17]=3)[N:12]=[C:11]2[C:21]2[CH:22]=[C:23]3[C:27](=[CH:28][CH:29]=2)[N:26]([CH3:30])[CH:25]=[CH:24]3)=[CH:6][CH:5]=1 |f:0.1|. Reported procedure: NaH (60% in oil) (0.006 g, 0.14 mmol) was added to a 0° C. solution of 3-(4-chlorophenyl)-2-(1H-indol-5-yl)quinazolin-4(3H)-one (0.14 mmol) in THF (5 mL). After stirring for 15 min, MeI (0.01 mL, 0.16 mmol) was added, and the reaction was warmed to room temperature for 1 hour. After quenching with H2O, diluting with EtOAc, washing with brine, drying with Na2SO4, and filtering, the mixture was concentrated in vacuo. Purification by flash chromatography on silica gel, eluting with 10% to 70% EtOAc... Reactants: C[O-].[Na+] (Sodiummethoxide), NC1=C2N=C(N(C2=NC=N1)C=1C=CC(NC1)=O)C=1OC=CC1 (5-[6-amino-8-(2-furyl)-9H-9-purinyl]-1,2-dihydro-2-pyridinone), Cl.NC1=C2N=C(N(C2=NC(=N1)C#CC(C)(C)O)C=1C=CC(NC1)=O)C1=CC(=CC=C1)F (5-[6-Amino-8-(3-fluorophenyl)-2-(3-hydroxy-3-methyl-1-butynyl)-9H-9-purinyl]-1,2-dihydro-2-pyridinone hydrochloride), Cl.C(C#CC)N (2-Butine-1-amine hydrochloride), Example 1 ( 2 ), IC (iodomethane). Solvent: CO (methanol). Run at time 15 minute. The product is Cl.NC1=C2N=C(N(C2=NC=N1)C=1C=CC(N(C1)C)=O)C=1OC=CC1 (5-[6-Amino-8-(2-furyl)-9H-9-purinyl]-1-methyl-1,2-dihydro-2-pyridinone hydrochoride). As a reaction SMILES: C[O-].[Na+].[NH2:4][C:5]1[N:13]=[CH:12][N:11]=[C:10]2[C:6]=1[N:7]=[C:8]([C:21]1[O:22][CH:23]=[CH:24][CH:25]=1)[N:9]2[C:14]1[CH:15]=[CH:16][C:17](=[O:20])[NH:18][CH:19]=1.[ClH:26].N[C:28]1N=C(C#CC(O)(C)C)N=C2C=1N=C(C1C=CC=C(F)C=1)N2C1C=CC(=O)NC=1.Cl.C(N)C#CC.IC>CO>[ClH:26].[NH2:4][C:5]1[N:13]=[CH:12][N:11]=[C:10]2[C:6]=1[N:7]=[C:8]([C:21]1[O:22][CH:23]=[CH:24][CH:25]=1)[N:9]2[C:14]1[CH:15]=[CH:16][C:17](=[O:20])[N:18]([CH3:28])[CH:19]=1 |f:0.1,3.4,5.6,9.10|. Reported procedure: Sodiummethoxide (150 mg, 2.78 mmol) was added to a methanol (8 ml) suspension of 5-[6-amino-8-(2-furyl)-9H-9-purinyl]-1,2-dihydro-2-pyridinone (400 mg, 1.36 mmol) synthesized in the same method as in Example 1 (2), (3) and (4) and Example 2, and the mixture was stirred in a nitrogen atmosphere at room temperature. After 15 minutes, iodomethane (0.26 ml, 4.18 mmol) was added thereto and further stirred for 16.5 hours. The reaction solution was concentrated, and the residue was subjected to silica... Starting materials: [H-].[H-].[H-].[H-].[Li+].[Al+3] (LAH), BrC1=C(C=CC=C1)S(=O)(=O)N1C=C(C2=CC=CC=C12)C(=O)N1CCN(CC1)C ((1-(2-Bromobenzenesulfonyl)-1H-indol-3-yl)-(4-methylpiperazin-1-yl)methanone), ice. Run in C1CCOC1 (THF), C1CCOC1 (THF). Yields the product BrC1=C(C=CC=C1)S(=O)(=O)N1C=C(C2=CC=CC=C12)CN1CCN(CC1)C (1-(2-Bromobenzenesulfonyl)-3-(4-methylpiperazin-1-ylmethyl)-1H-indole). As a reaction SMILES: [Br:1][C:2]1[CH:7]=[CH:6][CH:5]=[CH:4][C:3]=1[S:8]([N:11]1[C:19]2[C:14](=[CH:15][CH:16]=[CH:17][CH:18]=2)[C:13]([C:20]([N:22]2[CH2:27][CH2:26][N:25]([CH3:28])[CH2:24][CH2:23]2)=O)=[CH:12]1)(=[O:10])=[O:9].[H-].[H-].[H-].[H-].[Li+].[Al+3]>C1COCC1>[Br:1][C:2]1[CH:7]=[CH:6][CH:5]=[CH:4][C:3]=1[S:8]([N:11]1[C:19]2[C:14](=[CH:15][CH:16]=[CH:17][CH:18]=2)[C:13]([CH2:20][N:22]2[CH2:23][CH2:24][N:25]([CH3:28])[CH2:26][CH2:27]2)=[CH:12]1)(=[O:10])=[O:9] |f:1.2.3.4.5.6|. Reported procedure: (1-(2-Bromobenzenesulfonyl)-1H-indol-3-yl)-(4-methylpiperazin-1-yl)methanone (0.93 g, 0.002 moles) in THF (10 mL) was treated with cooled and stirred suspension of LAH (0.04 g, 0.001 moles) in THF (10 mL) slowly over the period of 2 to 5 hours, the reaction mixture was heated to reflux for 2-4 hours. After the completion of reaction, the reaction mixture was poured on to the ice and the compound was extracted with ethyl acetate. The residue obtained was purified by flash chromatography (silica g... As a reaction SMILES: C(N1C=CN=C1)(N1C=CN=C1)=O.[C:13]1([S:19][CH2:20][C:21]([OH:23])=O)[CH:18]=[CH:17][CH:16]=[CH:15][CH:14]=1.FC(F)(F)C([O-])=O.[NH2:31][C@@H:32]1[C:39](=[O:40])[N:38]2[C@@H:33]1[S:34][CH2:35][C:36](/[CH:44]=[C:45]1/[C:46](=[O:69])[N:47]([CH2:50][C:51]3[CH:56]=[CH:55][N+:54]([CH2:57][C:58](=[O:68])[NH:59][C:60]4[CH:65]=[CH:64][C:63]([OH:66])=[C:62]([F:67])[CH:61]=4)=[CH:53][CH:52]=3)[CH2:48][CH2:49]/1)=[C:37]2[C:41]([OH:43])=[O:42]>CN(C)C(=O)C>[F:67][C:62]1[CH:61]=[C:60]([NH:59][C:58]([CH2:57][N+:54]2[CH:55]=[CH:56][C:51]([CH2:50][N:47]3[CH2:48][CH2:49]/[C:45](=[CH:44]\[C:36]4[CH2:35][S:34][C@H:33]5[N:38]([C:39](=[O:40])[C@H:32]5[NH:31][C:21](=[O:23])[CH2:20][S:19][C:13]5[CH:14]=[CH:15][CH:16]=[CH:17][CH:18]=5)[C:37]=4[C:41]([O-:43])=[O:42])/[C:46]3=[O:69])=[CH:52][CH:53]=2)=[O:68])[CH:65]=[CH:64][C:63]=1[OH:66] |f:2.3|. Run in CN(C(C)=O)C (N,N-dimethylacetamide). Product: FC=1C=C(C=CC1O)NC(=O)C[N+]1=CC=C(C=C1)CN1C(\C(\CC1)=C\C1=C(N2C([C@H]([C@H]2SC1)NC(CSC1=CC=CC=C1)=O)=O)C(=O)[O-])=O ((E)-(6R,7R)-3-[1-[1-[(3-Fluoro-4-hydroxy-phenylcarbamoyl)-methyl]-pyridin-1-ium-4-ylmethyl]-2-oxo-pyrrolidin-3-ylidenemethyl]-8-oxo-7-(2-phenylsulfanyl-acetylamino)-5-thia-1-aza-bicyclo[4.2.0]oct-2-ene-2-carboxylate). The reactants are C(=O)(N1C=NC=C1)N1C=NC=C1 (1,1′-carbonyldiimidazole), C1(=CC=CC=C1)SCC(=O)O (2-(phenylthio)acetic acid), FC(C(=O)[O-])(F)F.N[C@H]1[C@H]2SCC(=C(N2C1=O)C(=O)O)/C=C\1/C(N(CC1)CC1=CC=[N+](C=C1)CC(NC1=CC(=C(C=C1)O)F)=O)=O ((E)-(6R,7R)-7-amino-3-[1-[1-[(3-fluoro-4-hydroxy-phenylcarbamoyl)-methyl]-pyridin-1-ium-4-ylmethyl]-2-oxo-pyrrolidin-3-ylidenemethyl]-8-oxo-5-thia-1-aza-bicyclo[4.2.0]oct-2-ene-2-carboxylate trifluoroacetate). Procedure: With 175.0 mg (1.08 mmol) 1,1′-carbonyldiimidazole, 182.0 mg (1.08 mmol) 2-(phenylthio)acetic acid and 500.0 mg (0.75 mmol) (E)-(6R,7R)-7-amino-3-[1-[1-[(3-fluoro-4-hydroxy-phenylcarbamoyl)-methyl]-pyridin-1-ium-4-ylmethyl]-2-oxo-pyrrolidin-3-ylidenemethyl]-8-oxo-5-thia-1-aza-bicyclo[4.2.0]oct-2-ene-2-carboxylate trifluoroacetate in 4 ml N,N-dimethylacetamide. The resulting solid was purified by column chromatography on MCI gel (75-150μ, Mitsubishi Kasei Corporation) with a gradient of water:ace...